Dataset: the Open Reaction Database (ORD), a public repository of structured organic reaction records. Task: describe an organic reaction: reactants, conditions, products, and yield Starting materials: CC1(C(NC(N1)=O)=O)C (5,5-dimethyl-hydantoin), [OH-].[K+] (potassium hydroxide), [N+](=O)([O-])C1=C(C=C(C=C1)Cl)C(F)(F)F (2-nitro-5-chloro trifluoromethylbenzene). Solvent: CS(=O)C (dimethylsulfoxide), CS(=O)C (dimethylsulfoxide). Run at temperature 110 celsius. Product: FC(C=1C=C(C=CC1[N+](=O)[O-])N1C(NC(C1=O)(C)C)=O)(F)F (1-(3-'trifluoromethyl-4'-nitrophenyl)-4,4-dimethyl-imidazoline-2,5-dione). Reaction SMILES: [N+:1]([C:4]1[CH:9]=[CH:8][C:7](Cl)=[CH:6][C:5]=1[C:11]([F:14])([F:13])[F:12])([O-:3])=[O:2].[CH3:15][C:16]1([CH3:23])[NH:20][C:19](=[O:21])[NH:18][C:17]1=[O:22].[OH-].[K+]>CS(C)=O>[F:12][C:11]([F:14])([F:13])[C:5]1[CH:6]=[C:7]([N:18]2[C:17](=[O:22])[C:16]([CH3:23])([CH3:15])[NH:20][C:19]2=[O:21])[CH:8]=[CH:9][C:4]=1[N+:1]([O-:3])=[O:2] |f:2.3|. Reported procedure: 30 ml of dimethylsulfoxide and 24.8 grams of 2-nitro-5-chloro trifluoromethylbenzene were introduced at 20° C. with stirring into 100 ml of dimethylsulfoxide, 12.80 grams of 5,5-dimethyl-hydantoin and 6.28 grams of potassium hydroxide in the form of flakes. The mixture was heated to 110° C. for a period of time variable between 3 and 18 hours. The product was characterized and determined by thin layer chromatography. The reactants are CCC=C(CCC)c1c(CC)nc2n1CCN2c1c(C)cc(C)cc1C, CC(=O)O, CO. Product: CCCC(CCC)c1c(CC)nc2n1CCN2c1c(C)cc(C)cc1C. As a reaction SMILES: [CH2:1]([CH3:2])[c:3]1[n:4][c:5]2[n:6]([c:19]1[C:20](=[CH:21][CH2:22][CH3:23])[CH2:24][CH2:25][CH3:26])[CH2:7][CH2:8][N:9]2[c:10]1[c:11]([CH3:18])[cH:12][c:13]([CH3:17])[cH:14][c:15]1[CH3:16].[CH3:27][C:28](=[O:29])[OH:30].[CH3:31][OH:32]>>[CH2:1]([CH3:2])[c:3]1[n:4][c:5]2[n:6]([c:19]1[CH:20]([CH2:21][CH2:22][CH3:23])[CH2:24][CH2:25][CH3:26])[CH2:7][CH2:8][N:9]2[c:10]1[c:11]([CH3:18])[cH:12][c:13]([CH3:17])[cH:14][c:15]1[CH3:16].